From a dataset of the Open Reaction Database (ORD), a public repository of structured organic reaction records. describe an organic reaction: reactants, conditions, products, and yield Reactants: CCOC(=O)C1CC(NCc2ccc(-c3nnc(-c4ccc(CC(C)C)cc4)o3)cc2)C1, CO, Cl, [Na+], [OH-]. The product is CC(C)Cc1ccc(-c2nnc(-c3ccc(CNC4CC(C(=O)O)C4)cc3)o2)cc1, Cl. As a reaction SMILES: [CH2:1]([CH:2]([CH3:3])[CH3:4])[c:5]1[cH:6][cH:7][c:8](-[c:11]2[n:12][n:13][c:14](-[c:16]3[cH:17][cH:18][c:19]([CH2:20][NH:21][CH:22]4[CH2:23][CH:24]([C:26](=[O:27])[O:28][CH2:29][CH3:30])[CH2:25]4)[cH:31][cH:32]3)[o:15]2)[cH:9][cH:10]1.[CH3:36][OH:37].[ClH:35].[Na+:34].[OH-:33]>>[CH2:1]([CH:2]([CH3:3])[CH3:4])[c:5]1[cH:6][cH:7][c:8](-[c:11]2[n:12][n:13][c:14](-[c:16]3[cH:17][cH:18][c:19]([CH2:20][NH:21][CH:22]4[CH2:23][CH:24]([C:26](=[O:27])[OH:28])[CH2:25]4)[cH:31][cH:32]3)[o:15]2)[cH:9][cH:10]1.[ClH:35]. The solvent is CO (methanol). Product: ONC(C(CCC)(CCC)S(=O)(=O)C1=CC=C(C=C1)OC)=O (2-(4-methoxy-benzenesulfonyl)-2-propyl-pentanoic acid hydroxyamide). Reaction SMILES: [OH:1][NH:2][C:3](=[O:22])[C:4]([CH2:19][CH:20]=[CH2:21])([S:8]([C:11]1[CH:16]=[CH:15][C:14]([O:17][CH3:18])=[CH:13][CH:12]=1)(=[O:10])=[O:9])[CH:5]=[CH:6][CH3:7]>CO.[Pd]>[OH:1][NH:2][C:3](=[O:22])[C:4]([S:8]([C:11]1[CH:16]=[CH:15][C:14]([O:17][CH3:18])=[CH:13][CH:12]=1)(=[O:9])=[O:10])([CH2:19][CH2:20][CH3:21])[CH2:5][CH2:6][CH3:7]. The reagents and catalysts are [Pd] (Pd/C). Procedure details: 2-allyl-2-(4-methoxy-benzenesuifony1)-pentenoic acid hydroxyamide (326 mg, 1.0 mmol) (example 26) was dissolved in methanol (50 ml) and hydrogenated over 10% Pd/C (100 mg) at room temperature, under 49 psi pressure for 4 hours. At the end, the reaction mixture was filtered and methanol was removed. The resulting solid was crystallized from methanol. Yield: 250 mg, 75%; MS: 330 (M+H)+; 1H NMR (300 MHz, CDCl3): δ 0.92 (t, J=4.0 Hz, 6H), 1.27-1.59 (m, 4H), 1.78-2.02 (m, 4H), 3.86 (s, 3H), 6.04 (bs,... Reactants: ONC(C(C=CC)(S(=O)(=O)C1=CC=C(C=C1)OC)CC=C)=O (2-allyl-2-(4-methoxy-benzenesuifony1)-pentenoic acid hydroxyamide). The reactants are C(CCC1=CC=CC=C1)(=O)Cl (hydrocinnamoyl chloride), C1(CC(=O)OC(C)(C)O1)=O (isopropylidene malonate), N1=CC=CC=C1 (pyridine), ice. Solvent: ClCCl (dichloromethane), ClCCl (dichloromethane), ClCCl (dichloromethane). Reaction conditions: temperature 3 celsius, time 3 minute. The product is C(C1=CC=CC=C1)CC(=O)C1C(OC(OC1=O)(C)C)=O (5-benzylacetyl-2,2-dimethyl-1,3-dioxane-4,6-dione). The yield is 97.3%. As a reaction SMILES: [C:1]1(=[O:10])[O:9][C:6]([CH3:8])([CH3:7])[O:5][C:3](=[O:4])[CH2:2]1.N1C=CC=CC=1.[C:17](Cl)(=[O:26])[CH2:18][CH2:19][C:20]1[CH:25]=[CH:24][CH:23]=[CH:22][CH:21]=1>ClCCl>[CH2:19]([CH2:18][C:17]([CH:2]1[C:1](=[O:10])[O:9][C:6]([CH3:8])([CH3:7])[O:5][C:3]1=[O:4])=[O:26])[C:20]1[CH:25]=[CH:24][CH:23]=[CH:22][CH:21]=1. Reported procedure: To a stirred mixture of isopropylidene malonate (5.00 g, 34.7 mmol) in anhydrous dichloromethane (15 ml), cooled under nitrogen to 3° C., was added dropwise, over 7 min, dried pyridine (6.81 ml, 84.2 mmol). The resulting colourless solution was stirred at 3° C. for 3 min, then a solution of hydrocinnamoyl chloride (5.00 ml, 33.7 mmol) in anhydrous dichloromethane (13 ml) was added dropwise over 2.5 h, whilst maintaining the temperature below 6° C. The resulting orange cloudy mixture was stirred ... Product: COC(=O)COc1ccc([N+](=O)[O-])cc1C. The reactants are COC(=O)CBr, O=C([O-])[O-], CC#N, Cc1cc([N+](=O)[O-])ccc1O, [Cs+], [Cs+]. Reaction SMILES: [Br:1][CH2:2][C:3](=[O:4])[O:5][CH3:6].[C:18](=[O:19])([O-:20])[O-:21].[CH3:24][C:25]#[N:26].[CH3:7][c:8]1[c:9]([OH:17])[cH:10][cH:11][c:12]([N+:14](=[O:15])[O-:16])[cH:13]1.[Cs+:22].[Cs+:23]>>[CH2:2]([C:3](=[O:4])[O:5][CH3:6])[O:17][c:9]1[c:8]([CH3:7])[cH:13][c:12]([N+:14](=[O:15])[O-:16])[cH:11][cH:10]1. Yield: 61.0%. As a reaction SMILES: [Cl:1][C:2]1[CH:22]=[CH:21][C:5]([CH2:6][C:7]2[N:8]=[C:9]([C:15]3[CH:20]=[CH:19][N:18]=[CH:17][CH:16]=3)[S:10][C:11]=2[C:12](O)=[O:13])=[CH:4][CH:3]=1.C1C=[CH:25][C:26]2N(O)N=[N:29][C:27]=2C=1.CCN=C=NCCCN(C)C.C(N)C=C>C(Cl)Cl>[CH2:27]([NH:29][C:12]([C:11]1[S:10][C:9]([C:15]2[CH:16]=[CH:17][N:18]=[CH:19][CH:20]=2)=[N:8][C:7]=1[CH2:6][C:5]1[CH:21]=[CH:22][C:2]([Cl:1])=[CH:3][CH:4]=1)=[O:13])[CH:26]=[CH2:25]. Product: C(C=C)NC(=O)C1=C(N=C(S1)C1=CC=NC=C1)CC1=CC=C(C=C1)Cl (N-Allyl-4-(4-chlorobenzyl)-2-(pyridin-4-yl)thiazole-5-carboxamide). The solvent is C(Cl)Cl (DCM), C(Cl)Cl (DCM). Starting materials: ClC1=CC=C(CC=2N=C(SC2C(=O)O)C2=CC=NC=C2)C=C1 (4-(4-chlorobenzyl)-2-(pyridin-4-yl)thiazole-5-carboxylic acid), C=1C=CC2=C(C1)N=NN2O (HOBT), CCN=C=NCCCN(C)C (EDCI), C(C=C)N (2-propen-1-amine). Conditions: time 30 minute. Procedure: To a stirred solution of 4-(4-chlorobenzyl)-2-(pyridin-4-yl)thiazole-5-carboxylic acid (220 mg, 0.665 mmol) in DCM (4.05 mL) was added HOBT (98.8 mg, 0.732 mmol) and EDCI (204 mg, 1.06 mmol) at room temperature and the mixture was stirred for 30 min. To the solution was added 2-propen-1-amine (0.200 mL, 2.66 mmol) then the resulting mixture was stirred at room temperature overnight. The reaction mixture was diluted with DCM (10 mL) and washed with water (3 mL) and brine (2 mL), then dried over M...